This data is from the Open Reaction Database (ORD), a public repository of structured organic reaction records. The task is: describe an organic reaction: reactants, conditions, products, and yield Reactants: NC1=CC(=NC(=N1)SCC1=C(C(=CC=C1)F)F)O (6-amino-2-[[(2,3-difluorophenyl)methyl]thio]-4-pyrimidinol), ClC(=O)SCl (chlorocarbonylsulfenyl chloride). Run in O1CCCC1 (tetrahydrofuran), O1CCCC1 (tetrahydrofuran). Conditions: time 40 minute. Yields the product NC=1C2=C(N=C(N1)SCC1=C(C(=CC=C1)F)F)OC(S2)=O (7-amino-5-[[(2,3-difluorophenyl)methyl]thio][1,3]oxathiolo[5,4-d]pyrimidin-2-one). Yield: 97.1%. As a reaction SMILES: [NH2:1][C:2]1[N:7]=[C:6]([S:8][CH2:9][C:10]2[CH:15]=[CH:14][CH:13]=[C:12]([F:16])[C:11]=2[F:17])[N:5]=[C:4]([OH:18])[CH:3]=1.Cl[C:20]([S:22]Cl)=[O:21]>O1CCCC1>[NH2:1][C:2]1[C:3]2[S:22][C:20](=[O:21])[O:18][C:4]=2[N:5]=[C:6]([S:8][CH2:9][C:10]2[CH:15]=[CH:14][CH:13]=[C:12]([F:16])[C:11]=2[F:17])[N:7]=1. Procedure: To a stirred suspension of 6-amino-2-[[(2,3-difluorophenyl)methyl]thio]-4-pyrimidinol (9.58 g) in tetrahydrofuran (96 ml) was added chlorocarbonylsulfenyl chloride (4.89 g) over 7 minutes, followed by tetrahydrofuran (2 ml). The reaction mixture was stirred for 40 minutes and the resulting precipitate collected by filtration, washing twice with tetrahydrofuran (19 ml), to afford the title compound as a pale yellow solid (11.31 g). Starting materials: CC(C)(C)OC(=O)N1CCC(N)CC1, Clc1ccc2c(Cl)ncnc2c1, [H-], [Na+], CN(C)C=O. Product: CC(C)(C)OC(=O)N1CCC(Nc2ncnc3cc(Cl)ccc23)CC1. Reaction SMILES: [C:1]([CH3:2])([CH3:3])([CH3:4])[O:5][C:6](=[O:7])[N:8]1[CH2:9][CH2:10][CH:11]([NH2:14])[CH2:12][CH2:13]1.[Cl:17][c:18]1[n:19][cH:20][n:21][c:22]2[cH:23][c:24]([Cl:28])[cH:25][cH:26][c:27]12.[H-:15].[Na+:16].[O:29]=[CH:30][N:31]([CH3:32])[CH3:33]>>[C:1]([CH3:2])([CH3:3])([CH3:4])[O:5][C:6](=[O:7])[N:8]1[CH2:9][CH2:10][CH:11]([NH:14][c:18]2[n:19][cH:20][n:21][c:22]3[cH:23][c:24]([Cl:28])[cH:25][cH:26][c:27]23)[CH2:12][CH2:13]1. The reactants are COC1=CC=C(C=C1)C(C)O ((±)-1-(4-methoxyphenyl)ethanol), CC(=O)C1=CC=C(C=C1)OC (4-methoxyacetophenone), COC1=CC=C(C=C1)[C@@H](C)O ((R)-1-(4-methoxyphenyl)ethanol). Conditions: time 7 day. Yields the product COC1=CC=C(C=C1)[C@H](C)O ((S)-1-(4-methoxyphenyl)ethanol). The yield is 48.0%. As a reaction SMILES: [CH3:1][O:2][C:3]1[CH:8]=[CH:7][C:6]([CH:9]([OH:11])[CH3:10])=[CH:5][CH:4]=1.CC(C1C=CC(OC)=CC=1)=O.COC1C=CC([C@H](O)C)=CC=1>>[CH3:1][O:2][C:3]1[CH:8]=[CH:7][C:6]([C@@H:9]([OH:11])[CH3:10])=[CH:5][CH:4]=1. Procedure details: As shown here, the biochemical conversion reaction of immobilized green pea protein for the substrate (±)-1-(4-methoxyphenyl)ethanol (200 mg) requires 7 days by going through bioconversion to 4-methoxyacetophenone accompanying sterically selective oxidation of (R)-1-(4-methoxyphenyl)ethanol to obtain 96 mg of (S)-1-(4-methoxyphenyl)ethanol at a yield of 48%. Optical purity was obtained at 95% e.e. Furthermore, HPLC conditions were set at a flow rate of 1.0 ml/min, while GC conditions were set to... The reactants are NC1=C(C=C(C=C1)C(=O)N1CCN(CC1)CC1=CC=C(C=C1)C(C(F)(F)F)(C(F)(F)F)O[Si](C)(C)C(C)(C)C)F ((4-Amino-3-fluorophenyl)(4-(4-(2-(tert-butyldimethylsilyloxy)-1,1,1,3,3,3-hexafluoropropan-2-yl)benzyl)piperazin-1-yl)methanone), N1=CN=C(C=C1)N (Pyrimidin-4-amine), C(C)N(C(C)C)C(C)C (N-ethyl-N-isopropylpropan-2-amine), ClC(Cl)(OC(OC(Cl)(Cl)Cl)=O)Cl (Triphosgene). Solvent: ClCCl (dichloromethane). Reaction conditions: temperature 120 celsius, time 30 minute. The product is FC1=C(C=CC(=C1)C(=O)N1CCN(CC1)CC1=CC=C(C=C1)C(C(F)(F)F)(C(F)(F)F)O)NC(=O)NC1=NC=NC=C1 (1-(2-Fluoro-4-(4-(4-(1,1,1,3,3,3-hexafluoro-2-hydroxypropan-2-yl)benzyl)piperazine-1-carbonyl)phenyl)-3-(Pyrimidin-4-yl)urea). Isolated yield 83.9%. RXN SMILES: [N:1]1[CH:6]=[CH:5][C:4]([NH2:7])=[N:3][CH:2]=1.C(N(C(C)C)C(C)C)C.ClC(Cl)(O[C:21](=[O:27])OC(Cl)(Cl)Cl)Cl.[NH2:29][C:30]1[CH:35]=[CH:34][C:33]([C:36]([N:38]2[CH2:43][CH2:42][N:41]([CH2:44][C:45]3[CH:50]=[CH:49][C:48]([C:51]([O:60][Si](C(C)(C)C)(C)C)([C:56]([F:59])([F:58])[F:57])[C:52]([F:55])([F:54])[F:53])=[CH:47][CH:46]=3)[CH2:40][CH2:39]2)=[O:37])=[CH:32][C:31]=1[F:68]>ClCCl>[F:68][C:31]1[CH:32]=[C:33]([C:36]([N:38]2[CH2:39][CH2:40][N:41]([CH2:44][C:45]3[CH:50]=[CH:49][C:48]([C:51]([OH:60])([C:52]([F:53])([F:54])[F:55])[C:56]([F:58])([F:59])[F:57])=[CH:47][CH:46]=3)[CH2:42][CH2:43]2)=[O:37])[CH:34]=[CH:35][C:30]=1[NH:29][C:21]([NH:7][C:4]1[CH:5]=[CH:6][N:1]=[CH:2][N:3]=1)=[O:27]. Procedure: Pyrimidin-4-amine (0.337 mmol, 0.032 g) and N-ethyl-N-isopropylpropan-2-amine (1.145 mmol, 0.189 mL, 0.148 g) were stirred in dichloromethane (2 mL) at room temperature. Triphosgene (0.125 mmol, 0.037 g) was added and the reaction stirred for 30 minutes. (4-Amino-3-fluorophenyl)(4-(4-(2-(tert-butyldimethylsilyloxy)-1,1,1,3,3,3-hexafluoropropan-2-yl)benzyl)piperazin-1-yl)methanone (0.168 mmol, 0.1 g) was added and the reaction heated to 120° C. in the microwave for 10 minutes. The reaction mixtur... Starting materials: O (water), C(C1=CC=CC=C1)OCCl (benzyloxymethyl chloride), N,O-bis(trimethylsilyl)acetoamide, N1C(NC(C=C1)=O)=O (pyrimidine-2,4-dione). The reagents and catalysts are [I-].C(CCC)[N+](CCCC)(CCCC)CCCC (Tetra-n-butyl ammonium iodide). Solvent: ClCCl (dichloromethane). Conditions: time 2 hour. Product: C(C1=CC=CC=C1)OCN1C(NC(C=C1)=O)=O (1-Benzyloxymethylpyrimidine-2,4-dione). The yield is 86.1%. Reaction SMILES: [NH:1]1[CH:6]=[CH:5][C:4](=[O:7])[NH:3][C:2]1=[O:8].[CH2:9]([O:16][CH2:17]Cl)[C:10]1[CH:15]=[CH:14][CH:13]=[CH:12][CH:11]=1.O>ClCCl.[I-].C([N+](CCCC)(CCCC)CCCC)CCC>[CH2:9]([O:16][CH2:17][N:1]1[CH:6]=[CH:5][C:4](=[O:7])[NH:3][C:2]1=[O:8])[C:10]1[CH:15]=[CH:14][CH:13]=[CH:12][CH:11]=1 |f:4.5|. Procedure details: After N,O-bis(trimethylsilyl)acetoamide (18.5 ml, 74.8 mmol) was added dropwise to a suspension of pyrimidine-2,4-dione (3.36 g, 30.0 mmol) in dichloromethane (90 ml) at room temperature, the mixture was stirred for 2 hours. Tetra-n-butyl ammonium iodide (1.12 g, 3.0 mmol) was added to the reaction mixture, and benzyloxymethyl chloride (4.4 ml, 31.7 mmol) was further added to it. This mixture was stirred at room temperature for 3 hours. The reaction mixture was neutralized with water and a satur...